From a dataset of the Open Reaction Database (ORD), a public repository of structured organic reaction records. describe an organic reaction: reactants, conditions, products, and yield Reported procedure: To a suspension of cerium chloride(III) (296 mg) in THF (4 ml) was added dropwise 1 M methylmagnesium bromide-THF solution (1.2 ml) at −78° C. After stirring for 10 min, a solution of 1-{2-[4-(9H-imidazo[1′,2′:1,2]imidazo[4,5-b]pyridin-9-yl)phenoxy]-1H-benzimidazol-1-yl}propan-2-one (338 mg) obtained in Example 10 in THF (20 ml) was added dropwise at −78° C., and the obtained mixture was warmed to room temperature. Water was added to the reaction mixture, and the mixture was extracted with ethyl... Yields the product N=1C=CN2C1N(C1=NC=CC=C12)C1=CC=C(OC2=NC3=C(N2CC(C)(O)C)C=CC=C3)C=C1 (1-{2-[4-(9H-imidazo[1′,2′:1,2]imidazo[4,5-b]pyridin-9-yl)phenoxy]-1H-benzimidazol-1-yl}-2-methylpropan-2-ol). Reactants: N=1C=CN2C1N(C1=NC=CC=C12)C1=CC=C(OC2=NC3=C(N2CC(C)=O)C=CC=C3)C=C1 (1-{2-[4-(9H-imidazo[1′,2′:1,2]imidazo[4,5-b]pyridin-9-yl)phenoxy]-1H-benzimidazol-1-yl}propan-2-one), O (Water), cerium chloride(III), C[Mg]Br.C1CCOC1 (methylmagnesium bromide THF). Reaction conditions: time 10 minute. RXN SMILES: C[Mg]Br.[CH2:4]1COCC1.[N:9]1[CH:10]=[CH:11][N:12]2[C:20]3[C:15](=[N:16][CH:17]=[CH:18][CH:19]=3)[N:14]([C:21]3[CH:40]=[CH:39][C:24]([O:25][C:26]4[N:30]([CH2:31][C:32](=[O:34])[CH3:33])[C:29]5[CH:35]=[CH:36][CH:37]=[CH:38][C:28]=5[N:27]=4)=[CH:23][CH:22]=3)[C:13]=12.O>C1COCC1>[N:9]1[CH:10]=[CH:11][N:12]2[C:20]3[C:15](=[N:16][CH:17]=[CH:18][CH:19]=3)[N:14]([C:21]3[CH:22]=[CH:23][C:24]([O:25][C:26]4[N:30]([CH2:31][C:32]([CH3:4])([OH:34])[CH3:33])[C:29]5[CH:35]=[CH:36][CH:37]=[CH:38][C:28]=5[N:27]=4)=[CH:39][CH:40]=3)[C:13]=12 |f:0.1|. Run in C1CCOC1 (THF), C1CCOC1 (THF). The reactants are O=C1CCC(=O)N1Br, ClC(Cl)(Cl)Cl, COC(=O)c1sccc1C, CC(C)(C#N)N=NC(C)(C)C#N. Yields the product COC(=O)c1sccc1CBr. Reaction SMILES: [Br:11][N:12]1[C:13](=[O:14])[CH2:15][CH2:16][C:17]1=[O:18].[C:31]([Cl:32])([Cl:33])([Cl:34])[Cl:35].[CH3:1][c:2]1[c:3]([C:7](=[O:8])[O:9][CH3:10])[s:4][cH:5][cH:6]1.[N:19]([C:20]([CH3:21])([CH3:22])[C:23]#[N:24])=[N:25][C:26]([CH3:27])([CH3:28])[C:29]#[N:30]>>[CH2:1]([c:2]1[c:3]([C:7](=[O:8])[O:9][CH3:10])[s:4][cH:5][cH:6]1)[Br:11].